This data is from the Open Reaction Database (ORD), a public repository of structured organic reaction records. The task is: describe an organic reaction: reactants, conditions, products, and yield The reactants are S1C=CC2=C1CCCC2=O (6,7-dihydro-1-benzthiophen-4(5H)one), C(CCC)[Li] (n-Butyl lithium), C(C)(C)NC(C)C (diisopropyl amine), COC(=O)C#N (methyl-cyanoformate). Solvent: C1CCOC1 (THF), O (water), C1CCOC1 (THF), CN(C)P(=O)(N(C)C)N(C)C (HMPA). Reaction conditions: temperature -78 celsius, time 30 minute. Product: O=C1C(CCC2=C1C=CS2)C(=O)OC (Methyl 4-oxo-4,5,6,7-tetrahydro-1-benzothiophene-5-carboxylate). Yield: 56.0%. Reaction SMILES: C([Li])CCC.C(NC(C)C)(C)C.[S:13]1[C:17]2[CH2:18][CH2:19][CH2:20][C:21](=[O:22])[C:16]=2[CH:15]=[CH:14]1.[CH3:23][O:24][C:25](C#N)=[O:26]>C1COCC1.O.CN(P(N(C)C)(N(C)C)=O)C>[O:22]=[C:21]1[C:16]2[CH:15]=[CH:14][S:13][C:17]=2[CH2:18][CH2:19][CH:20]1[C:25]([O:24][CH3:23])=[O:26]. Procedure details: n-Butyl lithium (2.5 M, 15.8 mL) is added dropwise via syringe to a solution of diisopropyl amine (55 mL) in anhydrous THF (20 mL) at −10° C. under an atmosphere of nitrogen. After stirring for 30 min at this temperature, the solution is cooled to −78° C. and a solution of containing 6,7-dihydro-1-benzthiophen-4(5H)one (BI.1, 5.00 g) in anhydrous THF (20 mL) is added dropwise over 15 minutes. The solution is warmed to 0° C. and stirred for one hour at that temperature. After re-cooling to −78° C...